This data is from the Open Reaction Database (ORD), a public repository of structured organic reaction records. The task is: describe an organic reaction: reactants, conditions, products, and yield Starting materials: CCc1nc2c(C)cc(C)nc2n1Cc1ccc2c(ccn2Cc2ccccc2C(=O)OC)c1, CO, [Na+], [OH-]. Product: CCc1nc2c(C)cc(C)nc2n1Cc1ccc2c(ccn2Cc2ccccc2C(=O)O)c1. As a reaction SMILES: [C:1](=[O:2])([O:3][CH3:4])[c:5]1[c:6]([CH2:7][n:8]2[cH:9][cH:10][c:11]3[cH:12][c:13]([CH2:17][n:18]4[c:19]([CH2:29][CH3:30])[n:20][c:21]5[c:22]4[n:23][c:24]([CH3:28])[cH:25][c:26]5[CH3:27])[cH:14][cH:15][c:16]23)[cH:31][cH:32][cH:33][cH:34]1.[CH3:37][OH:38].[Na+:36].[OH-:35]>>[C:1](=[O:2])([OH:3])[c:5]1[c:6]([CH2:7][n:8]2[cH:9][cH:10][c:11]3[cH:12][c:13]([CH2:17][n:18]4[c:19]([CH2:29][CH3:30])[n:20][c:21]5[c:22]4[n:23][c:24]([CH3:28])[cH:25][c:26]5[CH3:27])[cH:14][cH:15][c:16]23)[cH:31][cH:32][cH:33][cH:34]1. The reactants are N[C@@H]1[C@@H](CN(CC1)C1=NC=C(C(=C1)C(=O)OCC)C)OC (Ethyl cis(±)-2-(4-amino-3-methoxypiperidin-1-yl)-5-methylpyridine-4-carboxylate), CCN=C=NCCCN(C)C.Cl (WSC hydrochloride), C=1C=CC2=C(C1)N=NN2O (HOBt), ClC=1N=C(NC1CC)C(=O)O (4-chloro-5-ethyl-1H-imidazole-2-carboxylic acid), ClC=1N=C(NC1CC)C(=O)O (4-Chloro-5-ethyl-1H-imidazole-2-carboxylic acid). Yields the product ClC=1N=C(NC1CC)C(=O)N[C@@H]1[C@@H](CN(CC1)C1=NC=C(C(=C1)C(=O)OCC)C)OC (Ethyl cis(±)-2-(4-{[(4-chloro-5-ethyl-1H-imidazol-2-yl)carbonyl]amino}-3-methoxypiperidin-1-yl)-5-methylpyridine-4-carboxylate). As a reaction SMILES: [NH2:1][C@H:2]1[CH2:7][CH2:6][N:5]([C:8]2[CH:13]=[C:12]([C:14]([O:16][CH2:17][CH3:18])=[O:15])[C:11]([CH3:19])=[CH:10][N:9]=2)[CH2:4][C@H:3]1[O:20][CH3:21].[Cl:22][C:23]1[N:24]=[C:25]([C:30](O)=[O:31])[NH:26][C:27]=1[CH2:28][CH3:29].CCN=C=NCCCN(C)C.Cl.C1C=CC2N(O)N=NC=2C=1>>[Cl:22][C:23]1[N:24]=[C:25]([C:30]([NH:1][C@H:2]2[CH2:7][CH2:6][N:5]([C:8]3[CH:13]=[C:12]([C:14]([O:16][CH2:17][CH3:18])=[O:15])[C:11]([CH3:19])=[CH:10][N:9]=3)[CH2:4][C@H:3]2[O:20][CH3:21])=[O:31])[NH:26][C:27]=1[CH2:28][CH3:29] |f:2.3|. Procedure details: The same operation as in Example (1g) was performed using ethyl cis(±)-2-(4-amino-3-methoxypiperidin-1-yl)-5-methylpyridine-4-carboxylate obtained in Example (180b) (26.1 mg, 0.09 mmol), 4-chloro-5-ethyl-1H-imidazole-2-carboxylic acid obtained by the method described in Example (1d) (14.8 mg, 0.08 mmol), WSC hydrochloride (48.8 mg, 0.25 mmol) and HOBt (11.5 mg, 0.08 mmol), to obtain 28.8 mg of the title compound as a yellow oily substance (76%). Starting materials: CSCC(=O)Cl, CC(C)=O, CC1CC(=O)NN=C1c1ccc(N)cc1. Product: CSCC(=O)Nc1ccc(C2=NNC(=O)CC2C)cc1. As a reaction SMILES: [CH3:16][S:17][CH2:18][C:19](=[O:20])[Cl:21].[CH3:22][C:23](=[O:24])[CH3:25].[NH2:1][c:2]1[cH:3][cH:4][c:5]([C:8]2=[N:13][NH:12][C:11](=[O:14])[CH2:10][CH:9]2[CH3:15])[cH:6][cH:7]1>>[NH:1]([c:2]1[cH:3][cH:4][c:5]([C:8]2=[N:13][NH:12][C:11](=[O:14])[CH2:10][CH:9]2[CH3:15])[cH:6][cH:7]1)[C:19]([CH2:18][S:17][CH3:16])=[O:20]. Starting materials: [H-].[Na+] (NaH), CN1N=C2N(C(N(C(C2=C1C)=O)C)=O)C (2,3,5,7-Tetramethyl-2H-pyrazolo[3,4-d]pyrimidine-4,6(5H,7H)-dione), BrCC(=O)NC=1SC=C(N1)C1=CC(=C(C=C1)OCC(C)(C)C)F (2-bromo-N-{4-[4-(2,2-dimethylpropoxy)-3-fluorophenyl]-1,3-thiazol-2-yl}acetamide). The solvent is CN(C)C=O (DMF). Yields the product CC(COC1=C(C=C(C=C1)C=1N=C(SC1)NC(CN1C(=CC=2N(C(N(C(C21)=O)C)=O)C)C)=O)F)(C)C (N-{4-[4-(2,2-Dimethylpropoxy)-3-fluorophenyl]-1,3-thiazol-2-yl}-2-(1,3,6-trimethyl-2,4-dioxo-1,2,3,4-tetrahydro-5H-pyrrolo[3,2-d]pyrimidin-5-yl)acetamide), product. Reaction SMILES: CN1C(C)=[C:9]2[C:4]([N:5]([CH3:15])[C:6](=[O:14])[N:7]([CH3:13])[C:8]2=[O:12])=N1.Br[CH2:17][C:18]([NH:20][C:21]1[S:22][CH:23]=[C:24]([C:26]2[CH:31]=[CH:30][C:29]([O:32][CH2:33][C:34]([CH3:37])([CH3:36])[CH3:35])=[C:28]([F:38])[CH:27]=2)[N:25]=1)=[O:19].[H-].[Na+]>CN(C=O)C>[CH3:35][C:34]([CH3:37])([CH3:36])[CH2:33][O:32][C:29]1[CH:30]=[CH:31][C:26]([C:24]2[N:25]=[C:21]([NH:20][C:18](=[O:19])[CH2:17][N:25]3[C:9]4[C:8](=[O:12])[N:7]([CH3:13])[C:6](=[O:14])[N:5]([CH3:15])[C:4]=4[CH:23]=[C:24]3[CH3:26])[S:22][CH:23]=2)=[CH:27][C:28]=1[F:38] |f:2.3|. Reported procedure: The title compound was prepared according to the general procedure (Method A) by coupling Intermediate 2 (50 mg, 0.258 mmol) with 2-bromo-N-{4-[4-(2,2-dimethylpropoxy)-3-fluorophenyl]-1,3-thiazol-2-yl}acetamide (124 mg, 0.310 mmol) in the presence of NaH (15 mg, 0.375 mmol) in dry DMF (5.0 mL) to give 55 mg of the product as a white solid; 1H-NMR (δ ppm, DMSO-d6, 300 MHz) 1.06 (s, 9H), 2.26 (s, 3H), 3.17 (s, 3H), 3.36 (s, 3H), 3.75 (s, 2H), 5.32 (s, 2H), 6.07 (s, 1H), 7.22 (t, J=8.4 Hz, 1H), 7.5... Reactants: CCOC(=O)CP(=O)(OCC)OCC, C1CCOC1, [H-], O=[N+]([O-])c1ccc(CBr)cc1, [Na+]. The product is CCOC(=O)C(Cc1ccc([N+](=O)[O-])cc1)P(=O)(OCC)OCC. As a reaction SMILES: [CH2:1]([CH3:2])[O:3][P:4](=[O:5])([O:6][CH2:7][CH3:8])[CH2:9][C:10](=[O:11])[O:12][CH2:13][CH3:14].[CH2:28]1[O:29][CH2:30][CH2:31][CH2:32]1.[H-:15].[N+:17](=[O:18])([O-:19])[c:20]1[cH:21][cH:22][c:23]([CH2:24][Br:25])[cH:26][cH:27]1.[Na+:16]>>[CH2:1]([CH3:2])[O:3][P:4](=[O:5])([O:6][CH2:7][CH3:8])[CH:9]([C:10](=[O:11])[O:12][CH2:13][CH3:14])[CH2:24][c:23]1[cH:22][cH:21][c:20]([N+:17](=[O:18])[O-:19])[cH:27][cH:26]1.